From a dataset of the Open Reaction Database (ORD), a public repository of structured organic reaction records. describe an organic reaction: reactants, conditions, products, and yield Product: CN(C(C(C)(C)OC=1C=C2C(=C(N(C2=CC1)C)C)C1=CC=C(C=C1)Cl)=O)C1CCCCC1 (2-[3-(4-Chlorophenyl)-1,2-dimethyl-1H-indole-5-yloxy]-2-methyl-propanoic acid-N-methyl-cyclohexylamide). Procedure details: In accordance with a procedure analogous to that of Example 130, the above compound was prepared from 2-[3-(4-chlorophenyl)-1,2-dimethyl-1H-indole-5-yloxy]-2-methyl-propanoic acid and N-methyl-cyclohexylamine. Reactants: ClC1=CC=C(C=C1)C1=C(N(C2=CC=C(C=C12)OC(C(=O)O)(C)C)C)C (2-[3-(4-chlorophenyl)-1,2-dimethyl-1H-indole-5-yloxy]-2-methyl-propanoic acid), CNC1CCCCC1 (N-methyl-cyclohexylamine). RXN SMILES: [Cl:1][C:2]1[CH:7]=[CH:6][C:5]([C:8]2[C:16]3[C:11](=[CH:12][CH:13]=[C:14]([O:17][C:18]([CH3:23])([CH3:22])[C:19](O)=[O:20])[CH:15]=3)[N:10]([CH3:24])[C:9]=2[CH3:25])=[CH:4][CH:3]=1.[CH3:26][NH:27][CH:28]1[CH2:33][CH2:32][CH2:31][CH2:30][CH2:29]1>>[CH3:26][N:27]([CH:28]1[CH2:33][CH2:32][CH2:31][CH2:30][CH2:29]1)[C:19](=[O:20])[C:18]([O:17][C:14]1[CH:15]=[C:16]2[C:11](=[CH:12][CH:13]=1)[N:10]([CH3:24])[C:9]([CH3:25])=[C:8]2[C:5]1[CH:6]=[CH:7][C:2]([Cl:1])=[CH:3][CH:4]=1)([CH3:23])[CH3:22]. Starting materials: CCOC(=O)Cl, CN1Cc2c(N)cccc2C(c2ccc(Cl)cc2)C1, c1ccccc1. The product is CCOC(=O)Nc1cccc2c1CN(C)CC2c1ccc(Cl)cc1. RXN SMILES: [Cl:20][C:21](=[O:22])[O:23][CH2:24][CH3:25].[NH2:1][c:2]1[cH:3][cH:4][cH:5][c:6]2[c:11]1[CH2:10][N:9]([CH3:12])[CH2:8][CH:7]2[c:13]1[cH:14][cH:15][c:16]([Cl:19])[cH:17][cH:18]1.[cH:26]1[cH:27][cH:28][cH:29][cH:30][cH:31]1>>[NH:1]([c:2]1[cH:3][cH:4][cH:5][c:6]2[c:11]1[CH2:10][N:9]([CH3:12])[CH2:8][CH:7]2[c:13]1[cH:14][cH:15][c:16]([Cl:19])[cH:17][cH:18]1)[C:21](=[O:22])[O:23][CH2:24][CH3:25]. Reactants: FC(F)(F)c1ccc(Br)cn1, O=C([O-])[O-], Cc1ccccc1, [Cs+], [Cs+], CC(C)(C)OC(=O)N1CCC(=Cc2cccc(O)c2)CC1. The product is CC(C)(C)OC(=O)N1CCC(=Cc2cccc(Oc3ccc(C(F)(F)F)nc3)c2)CC1. Reaction SMILES: [Br:22][c:23]1[cH:24][cH:25][c:26]([C:29]([F:30])([F:31])[F:32])[n:27][cH:28]1.[C:33](=[O:34])([O-:35])[O-:36].[CH3:39][c:40]1[cH:41][cH:42][cH:43][cH:44][cH:45]1.[Cs+:37].[Cs+:38].[OH:1][c:2]1[cH:3][c:4]([CH:5]=[C:6]2[CH2:7][CH2:8][N:9]([C:12](=[O:13])[O:14][C:15]([CH3:16])([CH3:17])[CH3:18])[CH2:10][CH2:11]2)[cH:19][cH:20][cH:21]1>>[O:1]([c:2]1[cH:3][c:4]([CH:5]=[C:6]2[CH2:7][CH2:8][N:9]([C:12](=[O:13])[O:14][C:15]([CH3:16])([CH3:17])[CH3:18])[CH2:10][CH2:11]2)[cH:19][cH:20][cH:21]1)[c:23]1[cH:24][cH:25][c:26]([C:29]([F:30])([F:31])[F:32])[n:27][cH:28]1. Starting materials: [H-].[Al+3].[Li+].[H-].[H-].[H-] (Lithium aluminium hydride), COC=1C=C2C(CN(CC2=CC1)C(=O)OC(C)(C)C)C(=O)OC (tert-Butyl 4-methyl 6-methoxy-3,4-dihydro-2,4(1H)-isoquinoline-dicarboxylate), [OH-].[Na+] (sodium hydroxide). Solvent: O1CCCC1 (tetrahydrofuran), O1CCCC1 (tetrahydrofuran). Run at time 2 hour. Product: OCC1CN(CC2=CC=C(C=C12)OC)C(=O)OC(C)(C)C (tert-Butyl 4-(hydroxymethyl)-6-methoxy-3,4-dihydro-2(1H)-isoquinoline-carboxylate). Reaction SMILES: [H-].[Al+3].[Li+].[H-].[H-].[H-].[CH3:7][O:8][C:9]1[CH:10]=[C:11]2[C:16](=[CH:17][CH:18]=1)[CH2:15][N:14]([C:19]([O:21][C:22]([CH3:25])([CH3:24])[CH3:23])=[O:20])[CH2:13][CH:12]2[C:26](OC)=[O:27].[OH-].[Na+]>O1CCCC1>[OH:27][CH2:26][CH:12]1[C:11]2[C:16](=[CH:17][CH:18]=[C:9]([O:8][CH3:7])[CH:10]=2)[CH2:15][N:14]([C:19]([O:21][C:22]([CH3:25])([CH3:24])[CH3:23])=[O:20])[CH2:13]1 |f:0.1.2.3.4.5,7.8|. Procedure: Lithium aluminium hydride (5.62 g; 148 mmol) is suspended in 50 ml of anhydrous tetrahydrofuran. A solution of the compound obtained in Step F (11.9 g; 37 mmol), dissolved beforehand in 50 ml of anhydrous tetrahydrofuran, is then added dropwise. The reaction mixture is then stirred at ambient temperature for 2 hours. A minimum of sodium hydroxide solution (2N NaOH) is added to the reaction mixture until the evolution of gas has ceased in order to form the precipitates of lithium and aluminium hy... Reactants: C([O-])([O-])=O.[K+].[K+] (Potassium carbonate), FC=1C=CC(=NC1)N1C(C=2N(CC1)N=C(C2)COC(C)=O)=O (acetic acid 5-(5-fluoro-pyridin-2-yl)-4-oxo-4,5,6,7-tetrahydro-pyrazolo[1,5-a]pyrazin-2-ylmethyl ester). Run in CO (MeOH). Conditions: time 16 hour. Product: FC=1C=CC(=NC1)N1C(C=2N(CC1)N=C(C2)CO)=O (5-(5-fluoro-pyridin-2-yl)-2-hydroxymethyl-6,7-dihydro-5H-pyrazolo[1,5-a]pyrazin-4-one). Yield: 49.7%. RXN SMILES: C(=O)([O-])[O-].[K+].[K+].[F:7][C:8]1[CH:9]=[CH:10][C:11]([N:14]2[CH2:19][CH2:18][N:17]3[N:20]=[C:21]([CH2:23][O:24]C(=O)C)[CH:22]=[C:16]3[C:15]2=[O:28])=[N:12][CH:13]=1>CO>[F:7][C:8]1[CH:9]=[CH:10][C:11]([N:14]2[CH2:19][CH2:18][N:17]3[N:20]=[C:21]([CH2:23][OH:24])[CH:22]=[C:16]3[C:15]2=[O:28])=[N:12][CH:13]=1 |f:0.1.2|. Procedure: Potassium carbonate (63 mg, 0.46 mmol) was added to a stirred suspension of acetic acid 5-(5-fluoro-pyridin-2-yl)-4-oxo-4,5,6,7-tetrahydro-pyrazolo[1,5-a]pyrazin-2-ylmethyl ester (70 mg, 0.23 mmol) in MeOH (1 mL). The mixture was stirred at room temperature for 16 hours. The solvent was evaporated in vacuo. The crude product was purified by flash column chromatography (silica, 7 N solution of ammonia in MeOH in DCM 0/100 to 10/90). The desired fractions were collected and the solvents evaporated... Starting materials: N#Cc1ccc(C(CC2CCCC2)C(=O)O)cc1, ClCCl, CN(C)C=O, CCN(C(C)C)C(C)C, O=C(Cl)C(=O)Cl, Nc1nccs1, C1CCOC1. Yields the product N#Cc1ccc(C(CC2CCCC2)C(=O)Nc2nccs2)cc1. Reaction SMILES: [C:1](#[N:2])[c:3]1[cH:4][cH:5][c:6]([CH:9]([C:10](=[O:11])[OH:12])[CH2:13][CH:14]2[CH2:15][CH2:16][CH2:17][CH2:18]2)[cH:7][cH:8]1.[CH2:40]([Cl:41])[Cl:42].[CH3:48][N:49]([CH3:50])[CH:51]=[O:52].[CH:31]([N:32]([CH2:33][CH3:34])[CH:35]([CH3:36])[CH3:37])([CH3:38])[CH3:39].[Cl:19][C:20]([C:21]([Cl:22])=[O:23])=[O:24].[NH2:25][c:26]1[s:27][cH:28][cH:29][n:30]1.[O:43]1[CH2:44][CH2:45][CH2:46][CH2:47]1>>[C:1](#[N:2])[c:3]1[cH:4][cH:5][c:6]([CH:9]([C:10](=[O:12])[NH:25][c:26]2[s:27][cH:28][cH:29][n:30]2)[CH2:13][CH:14]2[CH2:15][CH2:16][CH2:17][CH2:18]2)[cH:7][cH:8]1. Reactants: BrCCCS(=NC(C1=CN=CC(=C1)C#CC1=CC(=CC=C1)NC(=O)C=1OC=CC1C)=O)(C1=CC=CC=C1)=O (N-[(3-bromopropyl)(oxido)phenyl--sulfanylidene]-5-({3-[(3-methyl-2-furoyl)amino]phenyl}ethynyl)nicotinamide), N1(CCNCC1)CCO (1-piperazineethanol). Yields the product OCCN1CCN(CC1)CCC[S@@](=NC(C1=CN=CC(=C1)C#CC1=CC(=CC=C1)NC(=O)C=1OC=CC1C)=O)(C1=CC=CC=C1)=O ((S)-N-[{3-[4-(2-hydroxyethyl)piperazin-1-yl]propyl}(oxido)phenyl--sulfanylidene]-5-({3-[(3-methyl-2-furoyl)amino]phenyl}ethynyl)nicotinamide). RXN SMILES: Br[CH2:2][CH2:3][CH2:4][S:5](=[O:38])([C:32]1[CH:37]=[CH:36][CH:35]=[CH:34][CH:33]=1)=[N:6][C:7](=[O:31])[C:8]1[CH:13]=[C:12]([C:14]#[C:15][C:16]2[CH:21]=[CH:20][CH:19]=[C:18]([NH:22][C:23]([C:25]3[O:26][CH:27]=[CH:28][C:29]=3[CH3:30])=[O:24])[CH:17]=2)[CH:11]=[N:10][CH:9]=1.[N:39]1([CH2:45][CH2:46][OH:47])[CH2:44][CH2:43][NH:42][CH2:41][CH2:40]1>>[OH:47][CH2:46][CH2:45][N:39]1[CH2:44][CH2:43][N:42]([CH2:2][CH2:3][CH2:4][S@:5](=[O:38])([C:32]2[CH:37]=[CH:36][CH:35]=[CH:34][CH:33]=2)=[N:6][C:7](=[O:31])[C:8]2[CH:13]=[C:12]([C:14]#[C:15][C:16]3[CH:21]=[CH:20][CH:19]=[C:18]([NH:22][C:23]([C:25]4[O:26][CH:27]=[CH:28][C:29]=4[CH3:30])=[O:24])[CH:17]=3)[CH:11]=[N:10][CH:9]=2)[CH2:41][CH2:40]1. Reported procedure: In a manner similar to that described for Example 508, N-[(3-bromopropyl)(oxido)phenyl--sulfanylidene]-5-({3-[(3-methyl-2-furoyl)amino]phenyl}ethynyl)nicotinamide and 1-piperazineethanol were converted to the title compound.